This data is from the Open Reaction Database (ORD), a public repository of structured organic reaction records. The task is: describe an organic reaction: reactants, conditions, products, and yield Starting materials: OCCN[C@@H](CS)C(=O)O (2-hydroxyethyl cysteine), Cl (hydrochloric acid). Yields the product ClCCN[C@@H](CS)C(=O)O (2-chloroethyl cysteine). Yield: 93.8%. Reaction SMILES: O[CH2:2][CH2:3][NH:4][C@H:5]([C:8]([OH:10])=[O:9])[CH2:6][SH:7].[ClH:11]>>[Cl:11][CH2:2][CH2:3][NH:4][C@H:5]([C:8]([OH:10])=[O:9])[CH2:6][SH:7]. Procedure details: 40 g (0.24 mol) 2-hydroxyethyl cysteine was placed in a 1000 ml flask, to which was added 550 ml concentrated hydrochloric acid, followed by reflux for 7 h. After completion of the reflux, the reaction mixture was allowed to stand at room temperature to separate out white crystal, which was filtered and dried obtaining 41.6 g of a white crystal product, yield 93.8%. Starting materials: OCC1OC1 ((+/−)-2-(hydroxymethyl)oxirane), [H-].[Na+] (sodium hydride), C(C1=CC=CC=C1)Br (benzyl bromide). Run in CN(C)C=O (DMF). Conditions: time 2 hour. Product: C1(=CC=CC=C1)COCC1OC1 ((+/−)-2-(phenylmethoxymethyl)oxirane). The yield is 68.7%. As a reaction SMILES: [OH:1][CH2:2][CH:3]1[CH2:5][O:4]1.[H-].[Na+].[CH2:8](Br)[C:9]1[CH:14]=[CH:13][CH:12]=[CH:11][CH:10]=1>CN(C=O)C>[C:9]1([CH2:8][O:1][CH2:2][CH:3]2[CH2:5][O:4]2)[CH:14]=[CH:13][CH:12]=[CH:11][CH:10]=1 |f:1.2|. Reported procedure: To a stirring solution of (+/−)-2-(hydroxymethyl)oxirane (3.0 g, 40.5 mmol, Aldrich) in dry DMF (40 mL) was added sodium hydride (883 mg, 36.8 mmol, Aldrich). The reaction was stirred for 7 min when benzyl bromide (6.3 g, 36.8 mmol, Aldrich) was added. The reaction was stirred for 2 h and then quenched by the addition of water (50 mL). The reaction was extracted with EtOAc (4×50 mL). The organic layers were combined, washed with brine, dried over Na2SO4, and conc. in vacuo to a yellow oil. The o... The reactants are C(#CC(=O)OC)C(=O)OC (Dimethyl acetylenedicarboxylate), [N+](=O)([O-])C1=CC=C(C=C1)C1=NSC(O1)=O (5-(p-nitrophenyl)-1,3,4-oxathiazol-2-one). Run in C(C)(=O)OCC (ethyl acetate). Yields the product [N+](=O)([O-])C1=CC=C(C=C1)C1=NSC(=C1C(=O)OC)C(=O)OC (Dimethyl 3-(p-Nitrophenyl)-4,5-Isothiazoledicarboxylate). Yield: 25.2%. Reaction SMILES: [C:1]([C:7]([O:9][CH3:10])=[O:8])#[C:2][C:3]([O:5][CH3:6])=[O:4].[N+:11]([C:14]1[CH:19]=[CH:18][C:17]([C:20]2OC(=O)[S:22][N:21]=2)=[CH:16][CH:15]=1)([O-:13])=[O:12]>C(OCC)(=O)C>[N+:11]([C:14]1[CH:15]=[CH:16][C:17]([C:20]2[C:2]([C:3]([O:5][CH3:6])=[O:4])=[C:1]([C:7]([O:9][CH3:10])=[O:8])[S:22][N:21]=2)=[CH:18][CH:19]=1)([O-:13])=[O:12]. Reported procedure: Dimethyl acetylenedicarboxylate (85.26 g, 0.6 mol) and 5-(p-nitrophenyl)-1,3,4-oxathiazol-2-one (33.63 g, 0.15 mol) were heated as given above for 15 hours. Crystallization of the brown solid from methanol (2×) gave little improvement in purity. The brown solid was decolorized in ethyl acetate solution and recrystallized (3×) to give 12.2 g (0.0378 mol, 25.2%) of dark gold solid, m.p. 142°-143°.